This data is from the Open Reaction Database (ORD), a public repository of structured organic reaction records. The task is: describe an organic reaction: reactants, conditions, products, and yield Starting materials: C(C)(=O)C=1SC=CC1 (2-acetylthiophene), S1C(=CC=C1)C(=O)CC#N (2-(thiophene-2-carbonyl)acetonitrile), N1CCOCC1 (morpholine), [S] (sulfur), S1C(=CC=C1)C(=O)CC#N (2-(thiophene-2-carbonyl)acetonitrile). Run in CC(CC)=O (2-Butanone). Product: NC=1SC(=C(C1C(=O)C=1SC=CC1)C)C ((2-Amino-4,5-dimethylthiophen-3-yl)-thiophen-2-yl-methanone). Isolated yield 44.0%. As a reaction SMILES: [C:1]([C:4]1[S:5]C=C[CH:8]=1)(=O)[CH3:2].[S:9]1[CH:13]=[CH:12][CH:11]=[C:10]1[C:14]([CH2:16][C:17]#[N:18])=[O:15].N1CCOCC1.[S]>CC(=O)CC>[NH2:18][C:17]1[S:5][C:4]([CH3:8])=[C:1]([CH3:2])[C:16]=1[C:14]([C:10]1[S:9][CH:13]=[CH:12][CH:11]=1)=[O:15] |^3:24|. Reported procedure: The procedure of Example 1 was followed except that 2-acetylthiophene (Aldrich) was used in place of acetophenone to prepare the corresponding 2-(thiophene-2-carbonyl)acetonitrile (Steps A and B). 2-Butanone (Aldrich), 2-(thiophene-2-carbonyl)acetonitrile, morpholine, and sulfur were reacted according to the procedure of Step C, Example 1, to afford the desired compound. Yield: 44%; IR (KBr) cm−1: 3390, 3269, 1552, 1429, 1272, 852, 772; 1H NMR (CDCl3):δ1.86 (s, 3H), 2.17 (s, 3H), 5.78(bs, 2H), 7... The reactants are CC(C)(C)OC(=O)Nc1cccc(O)c1, N#Cc1ccc(CCO)cc1, C1CCOC1, O, c1ccc(P(c2ccccc2)c2ccccc2)cc1. Product: CC(C)(C)OC(=O)Nc1cccc(OCCc2ccc(C#N)cc2)c1. RXN SMILES: [C:1]([CH3:2])([CH3:3])([CH3:4])[O:5][C:6](=[O:7])[NH:8][c:9]1[cH:10][c:11]([OH:15])[cH:12][cH:13][cH:14]1.[C:35](#[N:36])[c:37]1[cH:38][cH:39][c:40]([CH2:43][CH2:44][OH:45])[cH:41][cH:42]1.[CH2:47]1[O:48][CH2:49][CH2:50][CH2:51]1.[OH2:46].[c:16]1([P:17]([c:18]2[cH:19][cH:20][cH:21][cH:22][cH:23]2)[c:24]2[cH:25][cH:26][cH:27][cH:28][cH:29]2)[cH:30][cH:31][cH:32][cH:33][cH:34]1>>[C:1]([CH3:2])([CH3:3])([CH3:4])[O:5][C:6](=[O:7])[NH:8][c:9]1[cH:10][c:11]([O:15][CH2:44][CH2:43][c:40]2[cH:39][cH:38][c:37]([C:35]#[N:36])[cH:42][cH:41]2)[cH:12][cH:13][cH:14]1.